From a dataset of the Open Reaction Database (ORD), a public repository of structured organic reaction records. describe an organic reaction: reactants, conditions, products, and yield The reactants are FC1=CC=C(C=C1)C(N1CCNCC1)C1=CC=C(C=C1)F (1-[bis(4-fluorophenyl)methyl]piperazine), OC1=CC2=C(OC(CO2)C(=O)O)C=C1 (6-hydroxy-2,3-dihydro-1,4-benzodioxin-2-carboxylic acid). The product is OC1=CC2=C(OC(CO2)C(=O)N2CCN(CC2)C(C2=CC=C(C=C2)F)C2=CC=C(C=C2)F)C=C1 (6-HYDROXY-2-{4-[BIS(4-FLUOROPHENYL)METHYL]PIPERAZIN -1-YLCARBONYL}-2,3-DIHYDRO-1,4-BENZODIOXIN). Isolated yield 80.0%. RXN SMILES: [F:1][C:2]1[CH:7]=[CH:6][C:5]([CH:8]([C:15]2[CH:20]=[CH:19][C:18]([F:21])=[CH:17][CH:16]=2)[N:9]2[CH2:14][CH2:13][NH:12][CH2:11][CH2:10]2)=[CH:4][CH:3]=1.[OH:22][C:23]1[CH:35]=[CH:34][C:26]2[O:27][CH:28]([C:31](O)=[O:32])[CH2:29][O:30][C:25]=2[CH:24]=1>>[OH:22][C:23]1[CH:35]=[CH:34][C:26]2[O:27][CH:28]([C:31]([N:12]3[CH2:11][CH2:10][N:9]([CH:8]([C:5]4[CH:4]=[CH:3][C:2]([F:1])=[CH:7][CH:6]=4)[C:15]4[CH:20]=[CH:19][C:18]([F:21])=[CH:17][CH:16]=4)[CH2:14][CH2:13]3)=[O:32])[CH2:29][O:30][C:25]=2[CH:24]=1. Procedure details: That compound is obtained a yield of 80% starting from 1-[bis(4-fluorophenyl)methyl]piperazine and 6-hydroxy-2,3-dihydro-1,4-benzodioxin-2-carboxylic acid.